The task is: describe an organic reaction: reactants, conditions, products, and yield. This data is from the Open Reaction Database (ORD), a public repository of structured organic reaction records. Starting materials: CC(C)C(C(=O)[O-])c1nc(C(=O)c2ccccc2)no1, O, O=S(=O)(O)O. Product: O=C(O)Cc1nc(C(=O)c2ccccc2)no1. As a reaction SMILES: [CH:1]([CH3:2])([CH3:3])[CH:4]([C:5](=[O:6])[O-:7])[c:8]1[n:9][c:10]([C:13]([c:14]2[cH:15][cH:16][cH:17][cH:18][cH:19]2)=[O:20])[n:11][o:12]1.[OH2:26].[S:21](=[O:22])(=[O:23])([OH:24])[OH:25]>>[CH2:4]([C:5](=[O:6])[OH:7])[c:8]1[n:9][c:10]([C:13]([c:14]2[cH:15][cH:16][cH:17][cH:18][cH:19]2)=[O:20])[n:11][o:12]1. Starting materials: CCOC(=O)CC1(Cc2ccc(OCCCNc3ccccn3)cc2)CCCN(C(C)=O)C1, CO, [Na+], [OH-], O=C(O)C(F)(F)F. Product: CC(=O)N1CCCC(CC(=O)O)(Cc2ccc(OCCCNc3ccccn3)cc2)C1. As a reaction SMILES: [C:1]([CH3:2])(=[O:3])[N:4]1[CH2:5][C:6]([CH2:10][c:11]2[cH:12][cH:13][c:14]([O:17][CH2:18][CH2:19][CH2:20][NH:21][c:22]3[n:23][cH:24][cH:25][cH:26][cH:27]3)[cH:15][cH:16]2)([CH2:28][C:29](=[O:30])[O:31][CH2:32][CH3:33])[CH2:7][CH2:8][CH2:9]1.[CH3:41][OH:42].[Na+:44].[OH-:43].[OH:34][C:35]([C:36]([F:37])([F:38])[F:39])=[O:40]>>[C:1]([CH3:2])(=[O:3])[N:4]1[CH2:5][C:6]([CH2:10][c:11]2[cH:12][cH:13][c:14]([O:17][CH2:18][CH2:19][CH2:20][NH:21][c:22]3[n:23][cH:24][cH:25][cH:26][cH:27]3)[cH:15][cH:16]2)([CH2:28][C:29](=[O:30])[OH:31])[CH2:7][CH2:8][CH2:9]1. Reactants: CCCC[P+](CCCC)(CCCC)CCCC, C1CCOC1, COc1ccc(F)c(-c2cc(CCl)ccc2C2CC2)c1, [OH-], O=C(O)CCc1cccc(O)c1. Product: COc1ccc(F)c(-c2cc(COc3cccc(CCC(=O)O)c3)ccc2C2CC2)c1. Reaction SMILES: [CH2:14]([P+:15]([CH2:16][CH2:17][CH2:18][CH3:19])([CH2:20][CH2:21][CH2:22][CH3:23])[CH2:24][CH2:25][CH2:26][CH3:27])[CH2:28][CH2:29][CH3:30].[CH2:51]1[O:52][CH2:53][CH2:54][CH2:55]1.[Cl:31][CH2:32][c:33]1[cH:34][c:35](-[c:42]2[c:43]([F:50])[cH:44][cH:45][c:46]([O:48][CH3:49])[cH:47]2)[c:36]([CH:39]2[CH2:40][CH2:41]2)[cH:37][cH:38]1.[OH-:13].[OH:1][c:2]1[cH:3][c:4]([CH2:8][CH2:9][C:10](=[O:11])[OH:12])[cH:5][cH:6][cH:7]1>>[O:1]([c:2]1[cH:3][c:4]([CH2:8][CH2:9][C:10](=[O:11])[OH:12])[cH:5][cH:6][cH:7]1)[CH2:32][c:33]1[cH:34][c:35](-[c:42]2[c:43]([F:50])[cH:44][cH:45][c:46]([O:48][CH3:49])[cH:47]2)[c:36]([CH:39]2[CH2:40][CH2:41]2)[cH:37][cH:38]1. Starting materials: Cl (hydrochloric acid), BrC=1C=C2C=CC(=CC2=CC1)S(=O)(=O)Cl (6-Bromonaphthalene-2-sulfonyl chloride), CN (methylamine), [OH-].[K+] (potassium hydroxide). Yields the product CNS(=O)(=O)C1=CC2=CC=C(C=C2C=C1)Br (6-bromonaphthalene-2-sulfonic acid methylamide). As a reaction SMILES: [Br:1][C:2]1[CH:3]=[C:4]2[C:9](=[CH:10][CH:11]=1)[CH:8]=[C:7]([S:12](Cl)(=[O:14])=[O:13])[CH:6]=[CH:5]2.[CH3:16][NH2:17].[OH-].[K+].Cl>>[CH3:16][NH:17][S:12]([C:7]1[CH:6]=[CH:5][C:4]2[C:9](=[CH:10][CH:11]=[C:2]([Br:1])[CH:3]=2)[CH:8]=1)(=[O:14])=[O:13] |f:2.3|. Reported procedure: 6-Bromonaphthalene-2-sulfonyl chloride (576 mg) was added portionwise to 40% methylamine solution (5 ml, WAKO), added with 3.6 N aqueous potassium hydroxide (5 ml), stirred at room temperature, then heated to 60° C. and further stirred for 3 hours. The reaction mixture was cooled to room temperature, then added with 2 N hydrochloric acid (15 ml) and extracted with ethyl acetate. The organic layer was washed successively with saturated aqueous sodium hydrogencarbonate and saturated brine and drie... Reactants: O=C1OC(=O)c2cc([N+](=O)[O-])ccc21, NC1CCN(Cc2ccccc2)CC1. The product is O=C1c2ccc([N+](=O)[O-])cc2C(=O)N1C1CCN(Cc2ccccc2)CC1. As a reaction SMILES: [N+:15](=[O:16])([O-:17])[c:18]1[cH:19][c:20]2[c:21]([cH:27][cH:28]1)[C:22](=[O:23])[O:24][C:25]2=[O:26].[NH2:1][CH:2]1[CH2:3][CH2:4][N:5]([CH2:8][c:9]2[cH:10][cH:11][cH:12][cH:13][cH:14]2)[CH2:6][CH2:7]1>>[N:1]1([CH:2]2[CH2:3][CH2:4][N:5]([CH2:8][c:9]3[cH:10][cH:11][cH:12][cH:13][cH:14]3)[CH2:6][CH2:7]2)[C:22](=[O:23])[c:21]2[c:20]([cH:19][c:18]([N+:15](=[O:16])[O-:17])[cH:28][cH:27]2)[C:25]1=[O:24].